From a dataset of the Open Reaction Database (ORD), a public repository of structured organic reaction records. describe an organic reaction: reactants, conditions, products, and yield Reactants: CN1CCOCC1 (N-methylmorpholine), C(C)(C)(C)OC(=O)N1[C@H](C(=O)O)CCC1 (1-(tert-butoxycarbonyl)-L-proline), CN1CCOCC1 (N-methylmorpholine), Cl.C1(CCCCC1)C1NCCC2=CC=CC=C12 (1-cyclohexyl-1,2,3,4-tetrahydroisoquinoline hydrochloride), C(C(C)(C)C)(=O)Cl (pivaloyl chloride), Cl (HCl). Solvent: ClCCCl (1,2-dichloroethane), CCOC(=O)C (EtOAc). Run at time 1 hour. Product: C1(CCCCC1)C1N(CCC2=CC=CC=C12)C(=O)[C@H]1N(CCC1)C(=O)OC(C)(C)C (tert-butyl (2S)-2-[(1-cyclohexyl-3,4-dihydroisoquinolin-2(1H)-yl)carbonyl]pyrrolidine-1-carboxylate). Yield: 109.2%. RXN SMILES: CN1CCOCC1.[C:8]([O:12][C:13]([N:15]1[CH2:22][CH2:21][CH2:20][C@H:16]1[C:17]([OH:19])=O)=[O:14])([CH3:11])([CH3:10])[CH3:9].C(Cl)(=O)C(C)(C)C.Cl.[CH:31]1([CH:37]2[C:46]3[C:41](=[CH:42][CH:43]=[CH:44][CH:45]=3)[CH2:40][CH2:39][NH:38]2)[CH2:36][CH2:35][CH2:34][CH2:33][CH2:32]1.Cl>ClCCCl.CCOC(C)=O>[CH:31]1([CH:37]2[C:46]3[C:41](=[CH:42][CH:43]=[CH:44][CH:45]=3)[CH2:40][CH2:39][N:38]2[C:17]([C@@H:16]2[CH2:20][CH2:21][CH2:22][N:15]2[C:13]([O:12][C:8]([CH3:9])([CH3:10])[CH3:11])=[O:14])=[O:19])[CH2:32][CH2:33][CH2:34][CH2:35][CH2:36]1 |f:3.4|. Procedure: N-methylmorpholine (0.873 mL) was added to a solution of 1-(tert-butoxycarbonyl)-L-proline (1.28 g) in 1,2-dichloroethane (10 mL) under ice-cooling, followed by further addition of pivaloyl chloride (0.734 mL). The reaction liquid was stirred for 1 hour, and N-methylmorpholine (1.09 mL) and 1-cyclohexyl-1,2,3,4-tetrahydroisoquinoline hydrochloride (1.00 g) were then added thereto. The mixture was stirred at room temperature for 15 hours. To the reaction solution were added EtOAc and an aqueous 1... The reactants are C, CCOC(=O)C(=Cc1c(OC)cccc1OC)C(=O)OCC, CO, CC(=O)O, [Pd]. The product is CCOC(=O)C(Cc1c(OC)cccc1OC)C(=O)OCC. As a reaction SMILES: [C:25].[CH3:1][O:2][c:3]1[c:4]([CH:5]=[C:6]([C:7](=[O:8])[O:9][CH2:10][CH3:11])[C:12](=[O:13])[O:14][CH2:15][CH3:16])[c:17]([O:21][CH3:22])[cH:18][cH:19][cH:20]1.[CH3:23][OH:24].[CH3:27][C:28](=[O:29])[OH:30].[Pd:26]>>[CH3:1][O:2][c:3]1[c:4]([CH2:5][CH:6]([C:7](=[O:8])[O:9][CH2:10][CH3:11])[C:12](=[O:13])[O:14][CH2:15][CH3:16])[c:17]([O:21][CH3:22])[cH:18][cH:19][cH:20]1. Reactants: CC([C@@H](C=1C=CC=CC1)O)N(C)C.Cl (methylephedrine hydrochloride), polylactic acid. The solvent is aqueous gelatin solution, ClCCl (dichloromethane). The product is CC([C@@H](C=1C=CC=CC1)O)N(C)C (methylephedrine). Reaction SMILES: [CH3:1][CH:2]([N:11]([CH3:13])[CH3:12])[C@H:3]([OH:10])[C:4]1[CH:5]=[CH:6][CH:7]=[CH:8][CH:9]=1.Cl>ClCCl>[CH3:1][CH:2]([N:11]([CH3:12])[CH3:13])[C@H:3]([OH:10])[C:4]1[CH:5]=[CH:6][CH:7]=[CH:8][CH:9]=1 |f:0.1|. Procedure details: In 2.5 ml of a 20% aqueous gelatin solution (liquified by warming) is dissolved 1 g of methylephedrine hydrochloride and the solution is added to 10 ml of a 20% dichloromethane solution of polylactic acid (average mol. wt. 50000). The mixture is worked up in the same manner as Example 1 to give methylephedrine microcapsules for injection.